This data is from the Open Reaction Database (ORD), a public repository of structured organic reaction records. The task is: describe an organic reaction: reactants, conditions, products, and yield The reactants are C(C)C1C(CC(C(C(OC(C2CCCCN2C(C(C2(C(CC(C(C(CC(CC(=C1)C)C)OC)O2)OC)C)O)=O)=O)=O)C(=CC2CC(C(CC2)(CCC(=O)C2=CC=CC=C2)O[Si](CC)(CC)CC)OC)C)C)O[Si](C)(C)C(C)(C)C)=O (17-Ethyl-1-hydroxy-12-[2'-(4"-triethylsilyloxy-4"-[3-phenyl-3oxopropyl]-3"-methoxycyclohexyl)-1'-methylvinyl]-14-t-butyldimethylsilyloxy-23,25-dimethoxy-13,19,21,27-tetramethyl-11,28-dioxa-4-azatricyclo[22.3.1.04,9 ]octacos-18-ene-2,3,10,16-tetraone). Run in CC#N (CH3CN). The product is C(C)C1C(CC(C(C(OC(C2CCCCN2C(C(C2(C(CC(C(C(CC(CC(=C1)C)C)OC)O2)OC)C)O)=O)=O)=O)C(=CC2CC(C(CC2)(CCC(=O)C2=CC=CC=C2)O)OC)C)C)O)=O (17-Ethyl-1,14-dihydroxy-12-[2'-(4"-hydroxy-4 "-[3-phenyl-3-oxopropyl]-3"-methoxycyclohexyl)-1'-methylvinyl]-23,25-dimethoxy-13,19,21,27-tetramethyl-11,28-dioxa-4-azatricyclo[22.3.1.04,9 ]octacos-18-ene-2,3,10,16-tetraone). As a reaction SMILES: [CH2:1]([CH:3]1[CH:29]=[C:28]([CH3:30])[CH2:27][CH:26]([CH3:31])[CH2:25][CH:24]([O:32][CH3:33])[CH:23]2[O:34][C:19]([OH:38])([CH:20]([CH3:37])[CH2:21][CH:22]2[O:35][CH3:36])[C:18](=[O:39])[C:17](=[O:40])[N:16]2[CH:11]([CH2:12][CH2:13][CH2:14][CH2:15]2)[C:10](=[O:41])[O:9][CH:8]([C:42]([CH3:70])=[CH:43][CH:44]2[CH2:49][CH2:48][C:47]([O:60][Si](CC)(CC)CC)([CH2:50][CH2:51][C:52]([C:54]3[CH:59]=[CH:58][CH:57]=[CH:56][CH:55]=3)=[O:53])[CH:46]([O:68][CH3:69])[CH2:45]2)[CH:7]([CH3:71])[CH:6]([O:72][Si](C(C)(C)C)(C)C)[CH2:5][C:4]1=[O:80])[CH3:2]>CC#N>[CH2:1]([CH:3]1[CH:29]=[C:28]([CH3:30])[CH2:27][CH:26]([CH3:31])[CH2:25][CH:24]([O:32][CH3:33])[CH:23]2[O:34][C:19]([OH:38])([CH:20]([CH3:37])[CH2:21][CH:22]2[O:35][CH3:36])[C:18](=[O:39])[C:17](=[O:40])[N:16]2[CH:11]([CH2:12][CH2:13][CH2:14][CH2:15]2)[C:10](=[O:41])[O:9][CH:8]([C:42]([CH3:70])=[CH:43][CH:44]2[CH2:49][CH2:48][C:47]([OH:60])([CH2:50][CH2:51][C:52]([C:54]3[CH:55]=[CH:56][CH:57]=[CH:58][CH:59]=3)=[O:53])[CH:46]([O:68][CH3:69])[CH2:45]2)[CH:7]([CH3:71])[CH:6]([OH:72])[CH2:5][C:4]1=[O:80])[CH3:2]. Procedure: The product of Step 32A was deprotected (HF, CH3CN) according to standard procedures to give the title compound. MASS:(FAB) 930 (M+ + Li).